From a dataset of the Open Reaction Database (ORD), a public repository of structured organic reaction records. describe an organic reaction: reactants, conditions, products, and yield Starting materials: IC1=NN(C2=CC=C(C=C12)NS(=O)(=O)C1=C(C=CC=C1)S(=O)(=O)C)C(=O)OC(C)(C)C (tert-butyl 3-iodo-5-(2-methylsulfonylbenzenesulfonylamino)-indazole-1-carboxylate), solid, tetrakis(triphenylphosphine)palladium[0], FC1=CC=C(C=C1)/C=C/B(O)O (trans-2-(4-fluorophenyl)vinylboronic acid), C(O)([O-])=O.[Na+] (sodium hydrogencarbonate). Run in CN(C=O)C (dimethylformamide). Yields the product FC1=CC=C(C=C1)/C=C/C1=NNC2=CC=C(C=C12)NS(=O)(=O)C1=C(C=CC=C1)S(=O)(=O)C (N-{3-[(E)-2-(4-fluorophenyl)vinyl]-1H-indazol-5-yl}-2-methylsulfonylbenzenesulfonamide). Isolated yield 29.4%. Reaction SMILES: I[C:2]1[C:10]2[C:5](=[CH:6][CH:7]=[C:8]([NH:11][S:12]([C:15]3[CH:20]=[CH:19][CH:18]=[CH:17][C:16]=3[S:21]([CH3:24])(=[O:23])=[O:22])(=[O:14])=[O:13])[CH:9]=2)[N:4](C(OC(C)(C)C)=O)[N:3]=1.[F:32][C:33]1[CH:38]=[CH:37][C:36](/[CH:39]=[CH:40]/B(O)O)=[CH:35][CH:34]=1.C(=O)([O-])O.[Na+]>CN(C)C=O>[F:32][C:33]1[CH:38]=[CH:37][C:36](/[CH:39]=[CH:40]/[C:2]2[C:10]3[C:5](=[CH:6][CH:7]=[C:8]([NH:11][S:12]([C:15]4[CH:20]=[CH:19][CH:18]=[CH:17][C:16]=4[S:21]([CH3:24])(=[O:22])=[O:23])(=[O:13])=[O:14])[CH:9]=3)[NH:4][N:3]=2)=[CH:35][CH:34]=1 |f:2.3|. Procedure details: N-{3-[(E)-2-(4-Fluorophenyl)vinyl]-1H-indazol-5-yl}-2-methylsulfonylbenzenesulfonamide can be obtained as described in Example 59 from 1 g of tert-butyl 3-iodo-5-(2-methylsulfonylbenzenesulfonylamino)-indazole-1-carboxylate, 575 mg trans-2-(4-fluorophenyl)vinylboronic acid, 28 ml of dimethylformamide, 3.25 ml of a saturated aqueous sodium hydrogencarbonate solution and 41 mg of tetrakis(triphenylphosphine)palladium[0]. 240 mg of N-{3-[(E)-2-(4-fluorophenyl)vinyl]-1H-indazol-5-yl}-2-methylsulfony...